From a dataset of the Open Reaction Database (ORD), a public repository of structured organic reaction records. describe an organic reaction: reactants, conditions, products, and yield Reactants: CCOC(=O)C1CCn2c(cc3ccccc32)C1OC(C)=O, CN(C)C(=N)N(C)C, Cc1ccccc1. Product: CCOC(=O)C1=Cc2cc3ccccc3n2CC1. Reaction SMILES: [C:1]([O:2][CH:5]1[CH:6]([C:18](=[O:19])[O:20][CH2:21][CH3:22])[CH2:7][CH2:8][n:9]2[c:10]1[cH:11][c:12]1[cH:13][cH:14][cH:15][cH:16][c:17]21)(=[O:3])[CH3:4].[CH3:23][N:24]([CH3:25])[C:26]([N:27]([CH3:28])[CH3:29])=[NH:30].[CH3:31][c:32]1[cH:33][cH:34][cH:35][cH:36][cH:37]1>>[CH:5]1=[C:6]([C:18](=[O:19])[O:20][CH2:21][CH3:22])[CH2:7][CH2:8][n:9]2[c:10]1[cH:11][c:12]1[cH:13][cH:14][cH:15][cH:16][c:17]21. Starting materials: CCOC(=O)C(C)(C)Oc1ccc(CCCc2nn(Cc3cccc(OC)c3)c(=O)[nH]2)cc1, CCO, Cl, [Na+], [OH-], O. The product is COc1cccc(Cn2nc(CCCc3ccc(OC(C)(C)C(=O)O)cc3)[nH]c2=O)c1. Reaction SMILES: [CH2:1]([CH3:2])[O:3][C:4]([C:5]([CH3:6])([CH3:7])[O:8][c:9]1[cH:10][cH:11][c:12]([CH2:15][CH2:16][CH2:17][c:18]2[n:19][n:20]([CH2:24][c:25]3[cH:26][c:27]([O:31][CH3:32])[cH:28][cH:29][cH:30]3)[c:21](=[O:23])[nH:22]2)[cH:13][cH:14]1)=[O:33].[CH3:37][CH2:38][OH:39].[ClH:36].[Na+:35].[OH-:34].[OH2:40]>>[O:3]=[C:4]([C:5]([CH3:6])([CH3:7])[O:8][c:9]1[cH:10][cH:11][c:12]([CH2:15][CH2:16][CH2:17][c:18]2[n:19][n:20]([CH2:24][c:25]3[cH:26][c:27]([O:31][CH3:32])[cH:28][cH:29][cH:30]3)[c:21](=[O:23])[nH:22]2)[cH:13][cH:14]1)[OH:33]. The reactants are FC(C=1C=CC(=NC1)OC1=CC=C(OC(C(=O)O)C)C=C1)(F)F (2-[4-(5-trifluoromethyl-2-pyridyloxy)phenoxy]propionic acid), C1(=CC=C(C=C1)S(=O)(=O)O)C (p-toluenesulfonic acid). The solvent is CO (methanol). Product: FC(C=1C=CC(=NC1)OC1=CC=C(OC(C(=O)OC)C)C=C1)(F)F (methyl 2-[4-(5-trifluoromethyl-2-pyridyloxy)phenoxy]-propionate). As a reaction SMILES: [F:1][C:2]([F:23])([F:22])[C:3]1[CH:4]=[CH:5][C:6]([O:9][C:10]2[CH:21]=[CH:20][C:13]([O:14][CH:15]([CH3:19])[C:16]([OH:18])=[O:17])=[CH:12][CH:11]=2)=[N:7][CH:8]=1.[C:24]1(C)C=CC(S(O)(=O)=O)=CC=1>CO>[F:23][C:2]([F:22])([F:1])[C:3]1[CH:4]=[CH:5][C:6]([O:9][C:10]2[CH:21]=[CH:20][C:13]([O:14][CH:15]([CH3:19])[C:16]([O:18][CH3:24])=[O:17])=[CH:12][CH:11]=2)=[N:7][CH:8]=1. Reported procedure: A mixture containing 12.46 g of 2-[4-(5-trifluoromethyl-2-pyridyloxy)phenoxy]propionic acid and a catalytic amount of p-toluenesulfonic acid in 70 ml of methanol is boiled under reflux for 4 hours. After evaporating the solution to dryness, the residue is dissolved in ether and washed with sodium hydrogen carbonate solution. The ethereal layer is separated, dried over anhydrous magnesium sulfate and evaporated to dryness to give 11.5 g of product. The reactants are O (water), BrN1C(CCC1=O)=O (N-bromosuccinimide), ice, C(C1=CC=CC=C1)(=O)NC1[C@@H]2N(C(=C(CS2=O)C)C(=O)OC)C1=O (methyl 7-benzamido-3-methyl-3-cephem-4-carboxylate-1-oxide). The reagents and catalysts are [W] (tungsten). The solvent is ClCCl (dichloromethane), ClCCl (dichloromethane), C(C)(=O)O (acetic acid). Yields the product C(C1=CC=CC=C1)(=O)NC1[C@@H]2N(C(=C(CS2=O)CBr)C(=O)OC)C1=O (methyl 7-benzamido-3-bromomethyl-3-cephem-4-carboxylate-1-oxide). The yield is 58.5%. As a reaction SMILES: [Br:1]N1C(=O)CCC1=O.[C:9]([NH:17][CH:18]1[C:31](=[O:32])[N:20]2[C:21]([C:27]([O:29][CH3:30])=[O:28])=[C:22]([CH3:26])[CH2:23][S:24](=[O:25])[C@H:19]12)(=[O:16])[C:10]1[CH:15]=[CH:14][CH:13]=[CH:12][CH:11]=1.O>ClCCl.C(O)(=O)C.[W]>[C:9]([NH:17][CH:18]1[C:31](=[O:32])[N:20]2[C:21]([C:27]([O:29][CH3:30])=[O:28])=[C:22]([CH2:26][Br:1])[CH2:23][S:24](=[O:25])[C@H:19]12)(=[O:16])[C:10]1[CH:11]=[CH:12][CH:13]=[CH:14][CH:15]=1. Procedure details: 1.2 g (6.8 mmoles) of N-bromosuccinimide were added to an ice-cooled solution of 1.4 g (4 mmoles) of methyl 7-benzamido-3-methyl-3-cephem-4-carboxylate-1-oxide in a mixture of 25 ml of dichloromethane and 50 ml of acetic acid. The mixture was stirred and irradiated with a 150 W tungsten lamp for 1.5 hours. The reaction mixture was poured into water and dichloromethane and the organic layer was separated and washed three times with 500 ml of water. After treatment with activated charcoal, it was ... Yields the product C(C)C1=C(C=CC(=C1)N1N=CC=C1)S(=O)(=O)N[C@@H]1C[C@@H](CCC1)N1C=NN=C1 (2-ethyl-4-(1H-pyrazol-1-yl)-N-[(1S,3R)-3-(4H-1,2,4-triazol-4-yl)cyclohexyl]benzenesulfonamide). The reagents and catalysts are [Cu-]=O (copper (1) oxide). Run at temperature 120 celsius. The reactants are BrC1=CC(=C(C=C1)S(=O)(=O)N[C@@H]1C[C@@H](CCC1)N1C=NN=C1)CC (4-bromo-2-ethyl-N-[(1S,3R)-3-(4H-1,2,4-triazol-4-yl)cyclohexyl]benzenesulfonamide), N1N=CC=C1 (pyrazole), C(C=1C(O)=CC=CC1)=NO (salicylaldoxime), C([O-])([O-])=O.[Cs+].[Cs+] (cesium carbonate). Solvent: C(C)#N (acetonitrile). Procedure details: A mixture of 2a (39.6 mg, 0.096 mmol), pyrazole (49.0 mg, 0120 mmol), copper (1) oxide (16.0 mg, 0.112 mmol), salicylaldoxime (19.0 mg, 0.139 mmol) and cesium carbonate (255 mg, 0.783 mmol) in acetonitrile (500 μL) was placed in a sealed tube and heated in a microwave reactor at 120° C. for 30 min. After cooling to room temperature, the reaction mixture was partitioned between EtOAc and brine. The layers were separated, and the aqueous layer was extracted with EtOAc. The combined organics were f... RXN SMILES: Br[C:2]1[CH:7]=[CH:6][C:5]([S:8]([NH:11][C@H:12]2[CH2:17][CH2:16][CH2:15][C@@H:14]([N:18]3[CH:22]=[N:21][N:20]=[CH:19]3)[CH2:13]2)(=[O:10])=[O:9])=[C:4]([CH2:23][CH3:24])[CH:3]=1.[NH:25]1[CH:29]=[CH:28][CH:27]=[N:26]1.C(=NO)C1C(=CC=CC=1)O.C(=O)([O-])[O-].[Cs+].[Cs+]>C(#N)C.[Cu-]=O>[CH2:23]([C:4]1[CH:3]=[C:2]([N:25]2[CH:29]=[CH:28][CH:27]=[N:26]2)[CH:7]=[CH:6][C:5]=1[S:8]([NH:11][C@H:12]1[CH2:17][CH2:16][CH2:15][C@@H:14]([N:18]2[CH:22]=[N:21][N:20]=[CH:19]2)[CH2:13]1)(=[O:10])=[O:9])[CH3:24] |f:3.4.5|. The reactants are C(CCC)[Sn](CCCC)(CCCC)C=1N(C=CC1)C (Tributylstannyl-1-methylpyrrole), C(C)(C)(C)C1(CC=CC(=C1O)C(C)(C)C)C (2,6-di-tert-butylcresol), ClC=1OC=2C(N1)=C(C(=C(C2F)C2=CC=CC=C2)C)C#N (2-chloro-7-fluoro-5-methyl-6-phenyl-1,3-benzoxazole-4-cabonitrile). The reagents and catalysts are Cl[Pd]([P](C1=CC=CC=C1)(C2=CC=CC=C2)C3=CC=CC=C3)([P](C4=CC=CC=C4)(C5=CC=CC=C5)C6=CC=CC=C6)Cl (bis(triphenylphosphine)palladium(II) dichloride). Run in C1(=CC=CC=C1)C (toluene). Product: FC=1C(=C(C(=C2N=C(OC21)C=2N(C=CC2)C)C#N)C)C2=CC=CC=C2 (7-Fluoro-5-methyl-2-(1-methyl-1H-pyrrol-2-yl)-6-phenyl-1,3-benzoxazole-4-carbonitrile). Reaction SMILES: C([Sn]([C:14]1[N:15]([CH3:19])[CH:16]=[CH:17][CH:18]=1)(CCCC)CCCC)CCC.C(C1(C)C(O)=C(C(C)(C)C)C=CC1)(C)(C)C.Cl[C:37]1[O:38][C:39]2[C:40](=[C:42]([C:54]#[N:55])[C:43]([CH3:53])=[C:44]([C:47]3[CH:52]=[CH:51][CH:50]=[CH:49][CH:48]=3)[C:45]=2[F:46])[N:41]=1>Cl[Pd](Cl)([P](C1C=CC=CC=1)(C1C=CC=CC=1)C1C=CC=CC=1)[P](C1C=CC=CC=1)(C1C=CC=CC=1)C1C=CC=CC=1.C1(C)C=CC=CC=1>[F:46][C:45]1[C:44]([C:47]2[CH:52]=[CH:51][CH:50]=[CH:49][CH:48]=2)=[C:43]([CH3:53])[C:42]([C:54]#[N:55])=[C:40]2[C:39]=1[O:38][C:37]([C:14]1[N:15]([CH3:19])[CH:16]=[CH:17][CH:18]=1)=[N:41]2 |^1:58,77|. Procedure: Tributylstannyl-1-methylpyrrole (389 mg, 1.05 mmol), bis(triphenylphosphine)palladium(II) dichloride (49 mg, 0.07 mmol), and a catalytic amount of 2,6-di-tert-butylcresol (2 mg) were added to a toluene (20 ml) solution of 2-chloro-7-fluoro-5-methyl-6-phenyl-1,3-benzoxazole-4-cabonitrile (I-130) (200 mg, 0.70 mol), followed by stirring under heat under nitrogen atmosphere for 3 hours. After cooling, the reaction liquid was filtered, and the solvent of the filtrate was evaporate away under reduced...